Dataset: the Open Reaction Database (ORD), a public repository of structured organic reaction records. Task: describe an organic reaction: reactants, conditions, products, and yield The reactants are O=C1CCC(=O)N1Br, CN(C)C=O, Cn1nccc1C(F)F, Cn1ccc(C(F)F)n1, O. Product: Cn1cc(Br)c(C(F)F)n1. Reaction SMILES: [Br:1][N:2]1[C:3](=[O:4])[CH2:5][CH2:6][C:7]1=[O:8].[CH3:28][N:29]([CH3:30])[CH:31]=[O:32].[F:18][CH:19]([F:20])[c:21]1[n:22]([CH3:23])[n:24][cH:25][cH:26]1.[F:9][CH:10]([c:11]1[n:12][n:13]([CH3:16])[cH:14][cH:15]1)[F:17].[OH2:27]>>[Br:1][c:15]1[c:11]([CH:10]([F:9])[F:17])[n:12][n:13]([CH3:16])[cH:14]1. Starting materials: OCc1cnc(Br)s1, O=C1C=C(Cl)C2CCC1C2, [H-], [Na+], C1CCOC1. The product is O=C1C=C(OCc2cnc(Br)s2)C2CCC1C2. Reaction SMILES: [Br:1][c:2]1[s:3][c:4]([CH2:7][OH:8])[cH:5][n:6]1.[Cl:9][C:10]1=[CH:11][C:12](=[O:18])[CH:13]2[CH2:14][CH2:15][CH:16]1[CH2:17]2.[H-:19].[Na+:20].[O:21]1[CH2:22][CH2:23][CH2:24][CH2:25]1>>[Br:1][c:2]1[s:3][c:4]([CH2:7][O:8][C:10]2=[CH:11][C:12](=[O:18])[CH:13]3[CH2:14][CH2:15][CH:16]2[CH2:17]3)[cH:5][n:6]1. The reactants are CCCCCC, CO, C[Si](C)(C)C=[N+]=[N-], O=C1CN2CCC1CC2, C1CCOC1. The product is O=C1CCN2CCC1CC2. RXN SMILES: [CH3:1][CH2:2][CH2:3][CH2:4][CH2:5][CH3:6].[CH3:23][OH:24].[CH3:7][Si:8]([CH:9]=[N+:10]=[N-:11])([CH3:12])[CH3:13].[N:14]12[CH2:15][C:16](=[O:22])[CH:17]([CH2:18][CH2:19]1)[CH2:20][CH2:21]2.[O:25]1[CH2:26][CH2:27][CH2:28][CH2:29]1>>[CH2:1]1[N:14]2[CH2:19][CH2:18][CH:17]([C:16](=[O:22])[CH2:15]1)[CH2:20][CH2:21]2. Starting materials: CCO, [Na+], C1CCOC1, [OH-], O=C(O)CC(O)(CC(=O)O)C(=O)O, CCOC(=O)CC1CN=C(c2cc3cc(OC(F)(F)F)cc(NS(=O)(=O)c4cccs4)c3[nH]2)S1. Yields the product O=C(O)CC1CN=C(c2cc3cc(OC(F)(F)F)cc(NS(=O)(=O)c4cccs4)c3[nH]2)S1. As a reaction SMILES: [CH3:55][CH2:56][OH:57].[Na+:36].[O:37]1[CH2:38][CH2:39][CH2:40][CH2:41]1.[OH-:35].[OH:42][C:43]([CH2:44][C:45]([C:46](=[O:47])[OH:48])([CH2:49][C:50](=[O:51])[OH:52])[OH:53])=[O:54].[s:1]1[c:2]([S:6](=[O:7])(=[O:8])[NH:9][c:10]2[cH:11][c:12]([O:30][C:31]([F:32])([F:33])[F:34])[cH:13][c:14]3[cH:15][c:16]([C:19]4=[N:23][CH2:22][CH:21]([CH2:24][C:25](=[O:26])[O:27][CH2:28][CH3:29])[S:20]4)[nH:17][c:18]23)[cH:3][cH:4][cH:5]1>>[s:1]1[c:2]([S:6](=[O:7])(=[O:8])[NH:9][c:10]2[cH:11][c:12]([O:30][C:31]([F:32])([F:33])[F:34])[cH:13][c:14]3[cH:15][c:16]([C:19]4=[N:23][CH2:22][CH:21]([CH2:24][C:25](=[O:26])[OH:27])[S:20]4)[nH:17][c:18]23)[cH:3][cH:4][cH:5]1. Starting materials: COc1ccc(CCN)cc1OC, Cc1ccccc1C1CO1, CCCCCC, c1ccccc1. Product: COc1ccc(CCNCC(O)c2ccccc2C)cc1OC. RXN SMILES: [CH2:1]([CH2:2][c:3]1[cH:4][c:5]([O:6][CH3:7])[c:8]([O:9][CH3:10])[cH:11][cH:12]1)[NH2:13].[CH3:14][c:15]1[c:16]([CH:17]2[CH2:18][O:19]2)[cH:20][cH:21][cH:22][cH:23]1.[CH3:30][CH2:31][CH2:32][CH2:33][CH2:34][CH3:35].[cH:24]1[cH:25][cH:26][cH:27][cH:28][cH:29]1>>[CH2:1]([CH2:2][c:3]1[cH:4][c:5]([O:6][CH3:7])[c:8]([O:9][CH3:10])[cH:11][cH:12]1)[NH:13][CH2:18][CH:17]([c:16]1[c:15]([CH3:14])[cH:23][cH:22][cH:21][cH:20]1)[OH:19]. The reactants are ClC1=CC=C(C=C1)C=1N=C(OC1CCCCCN1C=NC=C1)N1C(=NC=C1)C (4-(4-chlorophenyl)-5-[5-(1-imidazolyl)pentyl]-2-(2-methyl-1-imidazolyl)oxazole), CS(=O)(=O)OCCCCCC1=C(N=C(O1)N1C(=NC=C1)C)C1=CC=C(C=C1)Cl (5-[4-(4-chlorophenyl)-2-(2-methyl-1-imidazolyl)-5-oxazolyl]pentyl methanesulfonate), N1C=NC=C1 (imidazole), C([O-])([O-])=O.[K+].[K+] (potassium carbonate), Cl.C(C)(=O)OCC (hydrochloric acid ethyl acetate). Run in O (Water), C(C)(=O)OCC (Ethyl acetate), CN(C=O)C (N,N-dimethylformamide), CO (methanol). Conditions: temperature 85 celsius, time 3 hour. Yields the product O.Cl.Cl.ClC1=CC=C(C=C1)C=1N=C(OC1CCCCCN1C=NC=C1)N1C(=NC=C1)C (4-(4-chlorophenyl)-5-[5-(1-imidazolyl)pentyl]-2-(2-methyl-1-imidazolyl)oxazole dihydrochloride monohydrate). Isolated yield 164.9%. As a reaction SMILES: CS(OCCCCCC1OC(N2C=CN=C2C)=NC=1C1C=CC([Cl:28])=CC=1)(=O)=[O:3].N1C=CN=C1.C(=O)([O-])[O-].[K+].[K+].[Cl:40][C:41]1[CH:46]=[CH:45][C:44]([C:47]2[N:48]=[C:49]([N:62]3[CH:66]=[CH:65][N:64]=[C:63]3[CH3:67])[O:50][C:51]=2[CH2:52][CH2:53][CH2:54][CH2:55][CH2:56][N:57]2[CH:61]=[CH:60][N:59]=[CH:58]2)=[CH:43][CH:42]=1.Cl.C(OCC)(=O)C>CO.C(OCC)(=O)C.O.CN(C)C=O>[OH2:3].[ClH:28].[ClH:40].[Cl:40][C:41]1[CH:46]=[CH:45][C:44]([C:47]2[N:48]=[C:49]([N:62]3[CH:66]=[CH:65][N:64]=[C:63]3[CH3:67])[O:50][C:51]=2[CH2:52][CH2:53][CH2:54][CH2:55][CH2:56][N:57]2[CH:61]=[CH:60][N:59]=[CH:58]2)=[CH:43][CH:42]=1 |f:2.3.4,6.7,12.13.14.15|. Procedure details: A mixture of 5-[4-(4-chlorophenyl)-2-(2-methyl-1-imidazolyl)-5-oxazolyl]pentyl methanesulfonate(2.20 g), imidazole(710 mg), potassium carbonate(1.43 g) and N,N-dimethylformamide(40 ml) was stirred for 3 hours at 80-90° C. Water was added to the reaction mixture. The resulting mixture was extracted with ethyl acetate. The ethyl acetate layer was washed with water, and dried(MgSO4). The residue obtained by evaporated the solvent was subjected to silica gel column chromatography. From the fraction ...